This data is from the Open Reaction Database (ORD), a public repository of structured organic reaction records. The task is: describe an organic reaction: reactants, conditions, products, and yield The reactants are C(=O)([O-])[O-].[K+].[K+] (K2CO3), [Si](C1=CC=CC=C1)(C1=CC=CC=C1)(C(C)(C)C)OCC=1C(=C(C(=C(C1)C(=NO)C1=NC=C(N=C1)Cl)F)F)N1C[C@H](O[C@H](C1)C)C (1-{5-({[tert-Butyl(diphenyl)silyl]oxy}methyl)-4-[(2R,6S)-2,6-dimethylmorpholin-4-yl]-2,3-difluorophenyl}-1-(5-chloropyrazin-2-yl)-N-hydroxymethanimine), [Si](C1=CC=CC=C1)(C1=CC=CC=C1)(C(C)(C)C)OCC=1C(=C(C(=C(C1)C(=NO)C1=NC=C(N=C1)Cl)F)F)N1C[C@H](O[C@H](C1)C)C (1-{5-({[tert-Butyl(diphenyl)silyl]oxy}methyl)-4-[(2R,6S)-2,6-dimethylmorpholin-4-yl]-2,3-difluorophenyl}-1-(5-chloropyrazin-2-yl)-N-hydroxymethanimine), C[S-].[Na+] (sodium thiomethoxide). Run in CN(C)C=O (DMF), C(C)OC(C)=O (ethylacetate). Conditions: time 10 minute. Product: C[C@H]1O[C@H](CN(C1)C1=C(C2=C(C(=NO2)C2=NC=C(N=C2)SC)C=C1CO)F)C ((6-((2R,6S)-2,6-dimethylmorpholino)-7-fluoro-3-(5-(methylthio)pyrazin-2-yl)benzo[d]isoxazol-5-yl)methanol). Isolated yield 39.3%. Reaction SMILES: [Si]([O:18][CH2:19][C:20]1[C:21]([N:38]2[CH2:43][C@H:42]([CH3:44])[O:41][C@H:40]([CH3:45])[CH2:39]2)=[C:22]([F:37])[C:23](F)=[C:24]([C:26]([C:29]2[CH:34]=[N:33][C:32](Cl)=[CH:31][N:30]=2)=[N:27][OH:28])[CH:25]=1)(C(C)(C)C)(C1C=CC=CC=1)C1C=CC=CC=1.[CH3:46][S-:47].[Na+].C([O-])([O-])=O.[K+].[K+]>CN(C=O)C.C(OC(=O)C)C>[CH3:44][C@@H:42]1[CH2:43][N:38]([C:21]2[C:20]([CH2:19][OH:18])=[CH:25][C:24]3[C:26]([C:29]4[CH:34]=[N:33][C:32]([S:47][CH3:46])=[CH:31][N:30]=4)=[N:27][O:28][C:23]=3[C:22]=2[F:37])[CH2:39][C@H:40]([CH3:45])[O:41]1 |f:1.2,3.4.5|. Procedure details: 1-{5-({[tert-Butyl(diphenyl)silyl]oxy}methyl)-4-[(2R,6S)-2,6-dimethylmorpholin-4-yl]-2,3-difluorophenyl}-1-(5-chloropyrazin-2-yl)-N-hydroxymethanimine (Intermediate 200, 400 mg, 0.61 mmol) in DMF (5 mL) was treated with sodium thiomethoxide (45.3 mg, 0.61 mmol) at room temperature, the mixture was stirred at room temperature for 10 min. K2CO3 (5 eq) was added and the mixture was heated to 100° C. for 1 hour. The reaction mixture was diluted with ethylacetate (20 ml). Organic layer washed with wa... Starting materials: ClCC(=O)C1=CC=CC=C1 (2-Chloroacetophenone), [BH4-].[Na+] (Sodium borohydride). The solvent is CO (methanol). Reaction conditions: temperature 0 celsius, time 30 minute. Product: ClCC(O)C1=CC=CC=C1 (2-Chloro-l-phenylethanol). As a reaction SMILES: [Cl:1][CH2:2][C:3]([C:5]1[CH:10]=[CH:9][CH:8]=[CH:7][CH:6]=1)=[O:4].[BH4-].[Na+]>CO>[Cl:1][CH2:2][CH:3]([C:5]1[CH:10]=[CH:9][CH:8]=[CH:7][CH:6]=1)[OH:4] |f:1.2|. Procedure details: 2-Chloroacetophenone (5.0 g, 32 mmole) was dissolved in methanol (25 mL) and cooled to 0° C. Sodium borohydride (1.2 g, 32 mmole) was added and stirred at 0° C. for 30 minutes. The reaction mixture was neutralized by adding conc. HCI to pH 7.0 and evaporated to dryness. The residue was dissolved in ethanol (30 mL) and filtered, washed with ethanol. The ethanol was evaporated to dryness. The residue was dissolved in methylene chloride (20 mL) and dried over sodium sulfate. The methylene chloride ... Yields the product C(CCCCC)(=O)C1=CC(=C(C(=C1)C)OC)C (4-n-hexanoyl-2,6-dimethylanisole). Starting materials: CC1=C(C(=CC=C1)C)OC (2,6-Dimethylanisole), C(CCCCC)(=O)Cl (n-hexanoyl chloride). Reported procedure: 2,6-Dimethylanisole and n-hexanoyl chloride were treated in the same way as in step (a) of Example 30 to give 4-n-hexanoyl-2,6-dimethylanisole. Reaction SMILES: [CH3:1][C:2]1[CH:7]=[CH:6][CH:5]=[C:4]([CH3:8])[C:3]=1[O:9][CH3:10].[C:11](Cl)(=[O:17])[CH2:12][CH2:13][CH2:14][CH2:15][CH3:16]>>[C:11]([C:6]1[CH:5]=[C:4]([CH3:8])[C:3]([O:9][CH3:10])=[C:2]([CH3:1])[CH:7]=1)(=[O:17])[CH2:12][CH2:13][CH2:14][CH2:15][CH3:16]. The reactants are BrCCCCBr, CC(C)=O, Oc1ccc2c(ccn2-c2ccc(F)cc2)c1, [K+], [K+], O=C([O-])[O-]. Product: Fc1ccc(-n2ccc3cc(OCCCCBr)ccc32)cc1. RXN SMILES: [Br:24][CH2:25][CH2:26][CH2:27][CH2:28][Br:29].[CH3:30][C:31](=[O:32])[CH3:33].[F:1][c:2]1[cH:3][cH:4][c:5](-[n:8]2[cH:9][cH:10][c:11]3[cH:12][c:13]([OH:17])[cH:14][cH:15][c:16]23)[cH:6][cH:7]1.[K+:18].[K+:19].[O-:20][C:21]([O-:22])=[O:23]>>[F:1][c:2]1[cH:3][cH:4][c:5](-[n:8]2[cH:9][cH:10][c:11]3[cH:12][c:13]([O:17][CH2:28][CH2:27][CH2:26][CH2:25][Br:24])[cH:14][cH:15][c:16]23)[cH:6][cH:7]1. Starting materials: NCCN1CCC(CC1)OC(C1=CC=CC=C1)C1=CC=CC=C1 (1-(2-aminoethyl)-4-(benzhydryloxy)-piperidine), ON1C(CCC1=O)=O (N-hydroxysuccinimide), N1=C(C=CC=C1)COC1=C2C=C(C(=CC2=CC=C1)C(=O)O)O (5-(2-pyridylmethoxy)3-hydroxy-2-naphthoic acid). Solvent: ClCCl (dichloromethane), ClCCl (dichloromethane), ClCCl (dichloromethane). Run at time 1 hour. Product: C(C1=CC=CC=C1)(C1=CC=CC=C1)OC1CCN(CC1)CCNC(=O)C1=CC2=CC=CC(=C2C=C1O)OCC1=NC=CC=C1 (N-[2-[4-(benzhydryloxy)piperidino]ethyl]-3-hydroxy-5-(2-pyridylmethoxyl)-2-naphthamide). The yield is 53.8%. As a reaction SMILES: [N:1]1[CH:6]=[CH:5][CH:4]=[CH:3][C:2]=1[CH2:7][O:8][C:9]1[CH:18]=[CH:17][CH:16]=[C:15]2[C:10]=1[CH:11]=[C:12]([OH:22])[C:13]([C:19]([OH:21])=O)=[CH:14]2.ON1C(=O)CCC1=O.[NH2:31][CH2:32][CH2:33][N:34]1[CH2:39][CH2:38][CH:37]([O:40][CH:41]([C:48]2[CH:53]=[CH:52][CH:51]=[CH:50][CH:49]=2)[C:42]2[CH:47]=[CH:46][CH:45]=[CH:44][CH:43]=2)[CH2:36][CH2:35]1>ClCCl>[CH:41]([O:40][CH:37]1[CH2:38][CH2:39][N:34]([CH2:33][CH2:32][NH:31][C:19]([C:13]2[C:12]([OH:22])=[CH:11][C:10]3[C:15](=[CH:16][CH:17]=[CH:18][C:9]=3[O:8][CH2:7][C:2]3[CH:3]=[CH:4][CH:5]=[CH:6][N:1]=3)[CH:14]=2)=[O:21])[CH2:35][CH2:36]1)([C:48]1[CH:53]=[CH:52][CH:51]=[CH:50][CH:49]=1)[C:42]1[CH:47]=[CH:46][CH:45]=[CH:44][CH:43]=1. Procedure: 591 mg (2.0 mM) of 5-(2-pyridylmethoxy)3-hydroxy-2-naphthoic acid was dissolved in 20 ml of dichloromethane. Thereto were added 235 mg (2.0 mM) of N-hydroxysuccinimide and 422 mg (2.0 mM) of dicyclocarbodiimide. The resulting mixture was stirred at room temperature for 1 hour. Thereto was dropwise added a solution of 620 mg (2.0 mM) of 1-(2-aminoethyl)-4-(benzhydryloxy)-piperidine in 20 ml of dichloromethane. Stirring was conducted at room temperature for 2 hours to give rise to a reaction. Afte... Starting materials: CC(=O)NCC1CN(c2ccc3c(c2)CCN(C(=O)COC(C)=O)C3)C(=O)O1, CO, Cl, [K+], [K+], O=C([O-])[O-]. Product: CC(=O)NCC1CN(c2ccc3c(c2)CCN(C(=O)CO)C3)C(=O)O1. RXN SMILES: [C:1](=[O:2])([CH3:3])[O:4][CH2:5][C:6](=[O:7])[N:8]1[CH2:9][c:10]2[cH:11][cH:12][c:13]([N:18]3[C:19](=[O:28])[O:20][CH:21]([CH2:23][NH:24][C:25]([CH3:26])=[O:27])[CH2:22]3)[cH:14][c:15]2[CH2:16][CH2:17]1.[CH3:36][OH:37].[ClH:35].[K+:29].[K+:30].[O-:31][C:32]([O-:33])=[O:34]>>[OH:4][CH2:5][C:6](=[O:7])[N:8]1[CH2:9][c:10]2[cH:11][cH:12][c:13]([N:18]3[C:19](=[O:28])[O:20][CH:21]([CH2:23][NH:24][C:25]([CH3:26])=[O:27])[CH2:22]3)[cH:14][c:15]2[CH2:16][CH2:17]1. Reactants: C(O)([O-])=O.[Na+] (sodium hydrogen carbonate), C(C)(=O)O[BH-](OC(C)=O)OC(C)=O.[Na+] (sodium triacetoxyborohydride), C1(CC1)OC1=CC=C2C(=CC(N(C2=C1)CC=O)=O)C ((7-cyclopropoxy-4-methyl-2-oxo-1,2-dihydroquinolin-1-yl)acetaldehyde), O1CCOC2=C1C=CC(=C2)CN(C(OC(C)(C)C)=O)C2CCNCC2 (tert-butyl (2,3-dihydro-1,4-benzodioxin-6-ylmethyl)(piperidin-4-yl)carbamate). The solvent is C(Cl)(Cl)Cl (Chloroform), C(C)(=O)O (acetic acid), ClCCl (dichloromethane). Conditions: time 15 minute. Yields the product C1(CC1)OC1=CC=C2C(=CC(N(C2=C1)CCN1CCC(CC1)N(C(OC(C)(C)C)=O)CC1=CC2=C(OCCO2)C=C1)=O)C (tert-butyl (1-(2-(7-cyclopropoxy-4-methyl-2-oxo-1,2-dihydroquinolin-1-yl)ethyl)piperidin-4-yl)(2,3-dihydro-1,4-benzodioxin-6-ylmethyl)carbamate). The yield is 72.9%. Reaction SMILES: [CH:1]1([O:4][C:5]2[CH:14]=[C:13]3[C:8]([C:9]([CH3:19])=[CH:10][C:11](=[O:18])[N:12]3[CH2:15][CH:16]=O)=[CH:7][CH:6]=2)[CH2:3][CH2:2]1.[O:20]1[C:25]2[CH:26]=[CH:27][C:28]([CH2:30][N:31]([CH:39]3[CH2:44][CH2:43][NH:42][CH2:41][CH2:40]3)[C:32](=[O:38])[O:33][C:34]([CH3:37])([CH3:36])[CH3:35])=[CH:29][C:24]=2[O:23][CH2:22][CH2:21]1.C(O[BH-](OC(=O)C)OC(=O)C)(=O)C.[Na+].C(=O)([O-])O.[Na+]>C(Cl)(Cl)Cl.C(O)(=O)C.ClCCl>[CH:1]1([O:4][C:5]2[CH:14]=[C:13]3[C:8]([C:9]([CH3:19])=[CH:10][C:11](=[O:18])[N:12]3[CH2:15][CH2:16][N:42]3[CH2:43][CH2:44][CH:39]([N:31]([CH2:30][C:28]4[CH:27]=[CH:26][C:25]5[O:20][CH2:21][CH2:22][O:23][C:24]=5[CH:29]=4)[C:32](=[O:38])[O:33][C:34]([CH3:36])([CH3:35])[CH3:37])[CH2:40][CH2:41]3)=[CH:7][CH:6]=2)[CH2:3][CH2:2]1 |f:2.3,4.5|. Reported procedure: To 2 mL of dichloromethane solution containing 60 mg of (7-cyclopropoxy-4-methyl-2-oxo-1,2-dihydroquinolin-1-yl)acetaldehyde, 81 mg of tert-butyl (2,3-dihydro-1,4-benzodioxin-6-ylmethyl)(piperidin-4-yl)carbamate and 20 μL of acetic acid were added, and stirred for 15 min. To the reaction mixture, 74 mg of sodium triacetoxyborohydride was added, and stirred for 40 min. Chloroform and aqueous saturated sodium hydrogen carbonate solution were added, the organic layer was separated, washed sequentia... The reactants are [H-].[Na+] (sodium hydride), C(=O)OCC (ethyl formate), CO (MeOH), [H-].[Na+] (sodium hydride), C(=O)OCC (ethyl formate), 0C, CC1(CC(C=2C(=C(SC2SC)C2=NC=CC=C2)C1)=O)C (6,6-dimethyl-3-methylthio-1-(pyrid-2-yl)-4,5,6,7-tetrahydrobenzo[c]thiophen-4-one). Run in C1CCOC1 (THF), C1CCOC1 (THF). Conditions: time 2 hour. The product is CC1(C(C(C=2C(=C(SC2SC)C2=NC=CC=C2)C1)=O)=CO)C (6,6-Dimethyl-5-hydroxymethylene-3-methylthio-1-(pyrid-2-yl)-4,5,6,7-tetrahydrobenzo[c]thiophen-4-one). Yield: 39.9%. As a reaction SMILES: [H-].[Na+].C([O:5][CH2:6][CH3:7])=O.[CH3:8][C:9]1(C)[CH2:25][C:13]2=[C:14]([C:19]3[CH:24]=[CH:23][CH:22]=[CH:21][N:20]=3)[S:15][C:16]([S:17][CH3:18])=[C:12]2[C:11](=[O:26])[CH2:10]1.CO>C1COCC1>[CH3:8][C:9]1([CH3:10])[CH2:25][C:13]2=[C:14]([C:19]3[CH:24]=[CH:23][CH:22]=[CH:21][N:20]=3)[S:15][C:16]([S:17][CH3:18])=[C:12]2[C:11](=[O:26])[C:7]1=[CH:6][OH:5] |f:0.1|. Procedure: To a solution of sodium hydride (108 mg of a 60% dispersion in mineral oil, 2.7 mmol) and ethyl formate (0.55 mL, 6.8 mmol) at 0C in THF (5 mL) was added a solution of 6,6-dimethyl-3-methylthio-1-(pyrid-2-yl)-4,5,6,7-tetrahydrobenzo[c]thiophen-4-one (205 mg, 0.68 mmol) in THF (5 mL). The mixture was stirred at room temperature for 2 h then more sodium hydride (50 mg of a 60% dispersion in mineral oil, 1.3 mmol) and ethyl formate (0.55 mL, 6.8 mmol) were added. The mixture was stirred for a furth...